This data is from the Open Reaction Database (ORD), a public repository of structured organic reaction records. The task is: describe an organic reaction: reactants, conditions, products, and yield The reactants are COC1=CC=C(C=C1)SC=1SC(=CC1)C=O (2-(4-Methoxyphenylthio)-5-thiophenecarboxaldehyde), C(C)(C)(C)NO (N-tert-butylhydroxylamine), 4A. The solvent is C(Cl)(Cl)Cl (chloroform). The product is COC1=CC=C(C=C1)SC=1SC(=CC1)C=[N+]([O-])C(C)(C)C (α-[2-(4-Methoxyphenylthio)-5-thienyl]-N-tert-butylnitrone). Yield: 16.8%. As a reaction SMILES: [CH3:1][O:2][C:3]1[CH:8]=[CH:7][C:6]([S:9][C:10]2[S:11][C:12]([CH:15]=O)=[CH:13][CH:14]=2)=[CH:5][CH:4]=1.[C:17]([NH:21][OH:22])([CH3:20])([CH3:19])[CH3:18]>C(Cl)(Cl)Cl>[CH3:1][O:2][C:3]1[CH:8]=[CH:7][C:6]([S:9][C:10]2[S:11][C:12]([CH:15]=[N+:21]([C:17]([CH3:20])([CH3:19])[CH3:18])[O-:22])=[CH:13][CH:14]=2)=[CH:5][CH:4]=1. Procedure details: 2-(4-Methoxyphenylthio)-5-thiophenecarboxaldehyde from Step A was mixed with N-tert-butylhydroxylamine (10 g, 112.11 mmol), molecular sieves (4A, 50 g), silica gel (10 g) and chloroform (200 mL). The mixture was refluxed for 15 h, filtered and rotary evaporated. The residue obtained was purified by chromatography over silica gel eluting with hexanes/EtOAc (2:1, v:v) to provide a slightly pinkish powder (4.60 g, yield 16.8%), m.p.100.9° C. (Rf =0.19 on a silica gel plate using hexanes/EtOAc, 2:1,...